This data is from the Open Reaction Database (ORD), a public repository of structured organic reaction records. The task is: describe an organic reaction: reactants, conditions, products, and yield The reactants are CCCCC (Pentane), CC1C(=C(C(=C1[Si](C)(C)NC1=C(C=CC=C1)OC)C)C)C (((tetramethylcyclopenta-dienyl)dimethylsilyl)(2-methoxyphenyl)amine), C(CCC)[Li] (butyl lithium). Run in C(C)OCC (diethyl ether), CCCCCC (hexane). Yields the product CC=1C(=C(C(C1)(C)[Si](C)(C)[N-]C1=C(C=CC=C1)OC)C)C.[Li+].[Li+].CC=1C(=C(C(C1)(C)[Si](C)(C)[N-]C1=C(C=CC=C1)OC)C)C (Dilithium ((tetramethylcyclopentadienyl)dimethylsilyl)(2-methoxyphenyl)amide). Reaction SMILES: [CH3:1][CH:2]1[C:6]([Si:7]([NH:10][C:11]2[CH:16]=[CH:15][CH:14]=[CH:13][C:12]=2[O:17][CH3:18])([CH3:9])[CH3:8])=[C:5](C)[C:4]([CH3:20])=[C:3]1[CH3:21].[CH2:22]([Li:26])CCC.[CH3:27]CCCC>C(OCC)C.CCCCCC>[CH3:20][C:4]1[C:3]([CH3:21])=[C:2]([CH3:1])[C:6]([Si:7]([N-:10][C:11]2[CH:16]=[CH:15][CH:14]=[CH:13][C:12]=2[O:17][CH3:18])([CH3:8])[CH3:9])([CH3:22])[CH:5]=1.[Li+:26].[Li+:26].[CH3:20][C:4]1[C:3]([CH3:21])=[C:2]([CH3:1])[C:6]([Si:7]([N-:10][C:11]2[CH:16]=[CH:15][CH:14]=[CH:13][C:12]=2[O:17][CH3:18])([CH3:8])[CH3:9])([CH3:27])[CH:5]=1 |f:5.6.7.8|. Procedure details: To 1.4 g (4.6 mmol) ((tetramethylcyclopenta-dienyl)dimethylsilyl)(2-methoxyphenyl)amine in diethyl ether was added dropwise 3.9 mL of 2.5 M butyl lithium (9.8 mmol) in hexane solvent. A white precipitate formed. Pentane was added to the mixture. The slurry was filtered and the solids washed with pentane. Reactants: CCOC(=O)c1ccc(-c2ccc(OC)cc2)cc1, CO, [Na+], [OH-]. Product: COc1ccc(-c2ccc(C(=O)O)cc2)cc1. As a reaction SMILES: [CH2:1]([CH3:2])[O:3][C:4](=[O:5])[c:6]1[cH:7][cH:8][c:9](-[c:12]2[cH:13][cH:14][c:15]([O:18][CH3:19])[cH:16][cH:17]2)[cH:10][cH:11]1.[CH3:22][OH:23].[Na+:21].[OH-:20]>>[O:3]=[C:4]([OH:5])[c:6]1[cH:7][cH:8][c:9](-[c:12]2[cH:13][cH:14][c:15]([O:18][CH3:19])[cH:16][cH:17]2)[cH:10][cH:11]1. The reactants are CC(=O)OC(C)=O, ClCCl, COc1cc(C(=O)c2c(C)c(N)c3ccccn23)ccc1[N+](=O)[O-]. Yields the product COc1cc(C(=O)c2c(C)c(NC(C)=O)c3ccccn23)ccc1[N+](=O)[O-]. Reaction SMILES: [CH3:1][C:2](=[O:3])[O:4][C:5](=[O:6])[CH3:7].[Cl:32][CH2:33][Cl:34].[NH2:8][c:9]1[c:10]([CH3:31])[c:11]([C:18](=[O:19])[c:20]2[cH:21][c:22]([O:29][CH3:30])[c:23]([N+:26](=[O:27])[O-:28])[cH:24][cH:25]2)[n:12]2[cH:13][cH:14][cH:15][cH:16][c:17]12>>[CH3:1][C:2](=[O:3])[NH:8][c:9]1[c:10]([CH3:31])[c:11]([C:18](=[O:19])[c:20]2[cH:21][c:22]([O:29][CH3:30])[c:23]([N+:26](=[O:27])[O-:28])[cH:24][cH:25]2)[n:12]2[cH:13][cH:14][cH:15][cH:16][c:17]12. Reactants: N(=[N+]=[N-])CCC#CC=1C=C(O[Si](C2=CC=CC=C2)(C2=CC=CC=C2)C(C)(C)C)C=CC1 ([3-(4-azidobut-1-ynyl)phenoxy](tert-butyl)diphenylsilane). The reagents and catalysts are [Pd] (palladium on carbon). The solvent is CO (methanol). The product is [Si](C1=CC=CC=C1)(C1=CC=CC=C1)(C(C)(C)C)OC=1C=C(C=CC1)CCCCN (4-(3-{[tert-butyl(diphenyl)silyl]oxy}phenyl)butylamine). Reaction SMILES: [N:1]([CH2:4][CH2:5][C:6]#[C:7][C:8]1[CH:9]=[C:10]([CH:29]=[CH:30][CH:31]=1)[O:11][Si:12]([C:25]([CH3:28])([CH3:27])[CH3:26])([C:19]1[CH:24]=[CH:23][CH:22]=[CH:21][CH:20]=1)[C:13]1[CH:18]=[CH:17][CH:16]=[CH:15][CH:14]=1)=[N+]=[N-]>[Pd].CO>[Si:12]([O:11][C:10]1[CH:9]=[C:8]([CH2:7][CH2:6][CH2:5][CH2:4][NH2:1])[CH:31]=[CH:30][CH:29]=1)([C:25]([CH3:26])([CH3:27])[CH3:28])([C:19]1[CH:24]=[CH:23][CH:22]=[CH:21][CH:20]=1)[C:13]1[CH:14]=[CH:15][CH:16]=[CH:17][CH:18]=1. Procedure details: A solution of azide from Step C (57.0 mg, 0.134 mmol) and 10% palladium on carbon (57.0 mg) in methanol (5 mL) was placed under a hydrogen atmosphere (1 atm) for 16 hours. The reaction mixture was filtered through a Celite pad and concentrated in vacuo to provide the title compound. Starting materials: O=C1CCC(=O)N1Br, O=C(OOC(=O)c1ccccc1)c1ccccc1, ClC(Cl)(Cl)Cl, Cc1cccc(C(=O)c2ccccc2)c1. Product: O=C(c1ccccc1)c1cccc(CBr)c1. As a reaction SMILES: [Br:16][N:17]1[C:18](=[O:19])[CH2:20][CH2:21][C:22]1=[O:23].[C:24]([O:25][O:26][C:27](=[O:28])[c:29]1[cH:30][cH:31][cH:32][cH:33][cH:34]1)(=[O:35])[c:36]1[cH:37][cH:38][cH:39][cH:40][cH:41]1.[C:42]([Cl:43])([Cl:44])([Cl:45])[Cl:46].[CH3:1][c:2]1[cH:3][c:4]([C:5](=[O:6])[c:7]2[cH:8][cH:9][cH:10][cH:11][cH:12]2)[cH:13][cH:14][cH:15]1>>[CH2:1]([c:2]1[cH:3][c:4]([C:5](=[O:6])[c:7]2[cH:8][cH:9][cH:10][cH:11][cH:12]2)[cH:13][cH:14][cH:15]1)[Br:16]. Starting materials: Cl (hydrogen chloride), CC=1NC(=C(C(C1C(=O)OCC(CN1CCN(CC1)C(=O)OC(C)(C)C)(C)C)C1=CC(=CC=C1)[N+](=O)[O-])C(=O)OC)C (3-[4-(tert-butyloxycarbonyl)-1-piperazinyl]-2,2-dimethylpropyl methyl 2,6-dimethyl-4-(m-nitrophenyl)-1,4-dihydropyridine-3,5-dicarboxylate), C(C)(C)OC(C)C (isopropyl ether). Solvent: C(C)O (ethanol), C(C)O (ethanol). Conditions: time 1 hour. Product: CC=1NC(=C(C(C1C(=O)OCC(CN1CCNCC1)(C)C)C1=CC(=CC=C1)[N+](=O)[O-])C(=O)OC)C (3-(1-piperazinyl)-2,2-dimethylpropyl methyl 2,6-dimethyl-4-(m-nitrophenyl)-1,4-dihydropyridine-3,5-dicarboxylate). Yield: 43.5%. RXN SMILES: [CH3:1][C:2]1[NH:3][C:4]([CH3:42])=[C:5]([C:38]([O:40][CH3:41])=[O:39])[CH:6]([C:29]2[CH:34]=[CH:33][CH:32]=[C:31]([N+:35]([O-:37])=[O:36])[CH:30]=2)[C:7]=1[C:8]([O:10][CH2:11][C:12]([CH3:28])([CH3:27])[CH2:13][N:14]1[CH2:19][CH2:18][N:17](C(OC(C)(C)C)=O)[CH2:16][CH2:15]1)=[O:9].Cl.C(OC(C)C)(C)C>C(O)C>[CH3:1][C:2]1[NH:3][C:4]([CH3:42])=[C:5]([C:38]([O:40][CH3:41])=[O:39])[CH:6]([C:29]2[CH:34]=[CH:33][CH:32]=[C:31]([N+:35]([O-:37])=[O:36])[CH:30]=2)[C:7]=1[C:8]([O:10][CH2:11][C:12]([CH3:27])([CH3:28])[CH2:13][N:14]1[CH2:15][CH2:16][NH:17][CH2:18][CH2:19]1)=[O:9]. Procedure: 9.7 g of 3-[4-(tert-butyloxycarbonyl)-1-piperazinyl]-2,2-dimethylpropyl methyl 2,6-dimethyl-4-(m-nitrophenyl)-1,4-dihydropyridine-3,5-dicarboxylate was dissolved in ethanol and 50 ml of an ethanol solution of 9.9N hydrogen chloride was added under cooling with ice. After stirring the mixed solution for 1 hour under cooling with ice, isopropyl ether was added. The solid which separated was collected by filtration, dissolved in saturated aqueous sodium bicarbonate and extracted with ethyl acetate.... Starting materials: ClC=1C=C(N)C(=CC1)[N+](=O)[O-] (3-chloro-6-nitro-aniline), [As](O)(O)(O)=O (arsenic acid), OCC(O)CO (glycerine), Be sulfuric acid. Reaction conditions: temperature 140 celsius. Product: ClC1=C2C=CC=NC2=C(C=C1)[N+](=O)[O-] (5-chloro-8-nitro-quinoline). Reaction SMILES: [Cl:1][C:2]1[CH:3]=[C:4]([C:6]([N+:9]([O-:11])=[O:10])=[CH:7][CH:8]=1)[NH2:5].[As](=O)(O)(O)O.O[CH2:18][CH:19]([CH2:21]O)O>>[Cl:1][C:2]1[CH:8]=[CH:7][C:6]([N+:9]([O-:11])=[O:10])=[C:4]2[C:3]=1[CH:18]=[CH:19][CH:21]=[N:5]2. Reported procedure: A mixture of 25.2 g of 3-chloro-6-nitro-aniline, 21 g of arsenic acid and 35.1 ml of glycerine was heated to reflux and after cooling the mixture to 20°~30° C., 25.5 ml of 66° Be sulfuric acid were added thereto. The mixture was heated at 140° C. for 8 hours and was poured over ice. The mixture was filtered and the solid product was dissolved in methylene chloride. The solution was neutralized and extracted with methylene chloride. The combined organic phases were dried, treated with activated c... Reactants: FC(C(=O)O)(F)F.FC(C(=O)O)(F)F.FC(C(=O)O)(F)F.ClC=1C=NC=2NC=3C=NC=C(CCC4=C(C=CC(NC1N2)=C4)NC(CC4CCNCC4)=O)C3 (N-[6-chloro-2,4,8,18,22-pentaazatetracyclo[14.3.1.1(3,7).1(9,13)]docosa-1(20),3(22),4,6,9(21),10,12,16,18-nonaen-12-yl]-2-piperidin-4-ylacetamide tris(trifluoroacetate)), N(=C=O)C1=CC(=CC=C1)C (1-isocyanato-3-methylbenzene). Yields the product FC(C(=O)O)(F)F.FC(C(=O)O)(F)F.ClC=1C=NC=2NC=3C=NC=C(CCC4=C(C=CC(NC1N2)=C4)NC(CC4CCN(CC4)C(=O)NC4=CC(=CC=C4)C)=O)C3 (4-(2-{[6-Chloro-2,4,8,18,22-pentaazatetracyclo[14.3.1.1(3,7).1(9,13)]docosa-1(20),3(22),4,6,9(21),10,12,16,18-nonaen-12-yl]amino}-2-oxoethyl)-N-(3-methylphenyl)piperidine-1-carboxamide bis(trifluoroacetate)). Isolated yield 27.0%. RXN SMILES: [F:1][C:2]([F:7])([F:6])[C:3]([OH:5])=[O:4].[F:8][C:9]([F:14])([F:13])[C:10]([OH:12])=[O:11].FC(F)(F)C(O)=O.[Cl:22][C:23]1[CH:24]=[N:25][C:26]2[NH:27][C:28]3[CH:29]=[N:30][CH:31]=[C:32]([CH:54]=3)[CH2:33][CH2:34][C:35]3[CH:43]=[C:39]([NH:40][C:41]=1[N:42]=2)[CH:38]=[CH:37][C:36]=3[NH:44][C:45](=[O:53])[CH2:46][CH:47]1[CH2:52][CH2:51][NH:50][CH2:49][CH2:48]1.[N:55]([C:58]1[CH:63]=[CH:62][CH:61]=[C:60]([CH3:64])[CH:59]=1)=[C:56]=[O:57]>>[F:1][C:2]([F:7])([F:6])[C:3]([OH:5])=[O:4].[F:8][C:9]([F:14])([F:13])[C:10]([OH:12])=[O:11].[Cl:22][C:23]1[CH:24]=[N:25][C:26]2[NH:27][C:28]3[CH:29]=[N:30][CH:31]=[C:32]([CH:54]=3)[CH2:33][CH2:34][C:35]3[CH:43]=[C:39]([NH:40][C:41]=1[N:42]=2)[CH:38]=[CH:37][C:36]=3[NH:44][C:45](=[O:53])[CH2:46][CH:47]1[CH2:52][CH2:51][N:50]([C:56]([NH:55][C:58]2[CH:63]=[CH:62][CH:61]=[C:60]([CH3:64])[CH:59]=2)=[O:57])[CH2:49][CH2:48]1 |f:0.1.2.3,5.6.7|. Procedure: The desired compound was prepared according to the procedure of Example A9, step H using N-[6-chloro-2,4,8,18,22-pentaazatetracyclo[14.3.1.1(3,7).1(9,13)]docosa-1(20),3(22),4,6,9(21),10,12,16,18-nonaen-12-yl]-2-piperidin-4-ylacetamide tris(trifluoroacetate) and 1-isocyanato-3-methylbenzene as starting materials in 27% yield. LCMS for C32H34ClN8O2 (M+H)+: m/z=597.2. Starting materials: C1CCOC1, ClCc1ncsc1C=CSC(c1ccccc1)(c1ccccc1)c1ccccc1, [H-], [Na+], OCCO. The product is OCCOCc1ncsc1C=CSC(c1ccccc1)(c1ccccc1)c1ccccc1. RXN SMILES: [CH2:36]1[O:37][CH2:38][CH2:39][CH2:40]1.[Cl:1][CH2:2][c:3]1[n:4][cH:5][s:6][c:7]1[CH:8]=[CH:9][S:10][C:11]([c:12]1[cH:13][cH:14][cH:15][cH:16][cH:17]1)([c:18]1[cH:19][cH:20][cH:21][cH:22][cH:23]1)[c:24]1[cH:25][cH:26][cH:27][cH:28][cH:29]1.[H-:30].[Na+:31].[OH:32][CH2:33][CH2:34][OH:35]>>[CH2:2]([c:3]1[n:4][cH:5][s:6][c:7]1[CH:8]=[CH:9][S:10][C:11]([c:12]1[cH:13][cH:14][cH:15][cH:16][cH:17]1)([c:18]1[cH:19][cH:20][cH:21][cH:22][cH:23]1)[c:24]1[cH:25][cH:26][cH:27][cH:28][cH:29]1)[O:35][CH2:34][CH2:33][OH:32]. Starting materials: FC1=CC(=CC=C1)CCC (1-Fluoro-3-propylbenzene), C(C)(CC)[Li] (sec-butyllithium), C(CCC)[Li] (butyllithium), II (iodine). Run in O1CCCC1 (tetrahydrofurane), O1CCCC1 (tetrahydrofurane). Reaction conditions: temperature -78 celsius, time 2 hour. The product is FC1=C(C=CC(=C1)CCC)I (2-fluoro-1-iodo-4-propylbenzene). Yield: 75.0%. RXN SMILES: [F:1][C:2]1[CH:7]=[CH:6][CH:5]=[C:4]([CH2:8][CH2:9][CH3:10])[CH:3]=1.C([Li])(CC)C.C([Li])CCC.[I:21]I>O1CCCC1>[F:1][C:2]1[CH:3]=[C:4]([CH2:8][CH2:9][CH3:10])[CH:5]=[CH:6][C:7]=1[I:21]. Procedure: 1-Fluoro-3-propylbenzene (30 g, 0217 mol) and dry tetrahydrofurane (300 ml) were placed in 1 L flask equipped with mechanical stirrer, nitrogen inlet and outlet, 250 ml pressure-equilibrated dropping funnel and thermometer. The mixture was cooled down to −78° C. in a dry ice/acetone bath and 1.3 mol/L sec-butyllithium solution (170 ml, 0.221 mol) was added dropwise and the reaction temperature was kept below −70° C. After addition of all butyllithium solution the mixture was stirred for 2 hours ...